This data is from the Open Reaction Database (ORD), a public repository of structured organic reaction records. The task is: describe an organic reaction: reactants, conditions, products, and yield The reactants are [OH-].[Na+] (sodium hydroxide), C1(\C=C/C(=O)O1)=O (maleic anhydride). The solvent is O (water). Product: C(\C=C/C(=O)[O-])(=O)[O-].[Na+].[Na+] (disodium maleate). As a reaction SMILES: [OH-:1].[Na+:2].[C:3]1(=[O:9])[O:8][C:6](=[O:7])[CH:5]=[CH:4]1>O>[C:3]([O-:8])(=[O:9])/[CH:4]=[CH:5]\[C:6]([O-:1])=[O:7].[Na+:2].[Na+:2] |f:0.1,4.5.6|. Procedure details: Eight parts by weight of sodium hydroxide and 9.8 parts by weight of maleic anhydride are added to 100 parts by weight of water to obtain a homogeneous solution of disodium maleate. On addition of 10.4 parts by weight of sodium bisulfite to the foregoing solution and stirring, the reaction proceeds exothermically. After the evolution of heat has settled down, the stirring is continued for a further 3 hours at 60°C. A rotary evaporator is then used and the water is removed from the reaction mixtu... Reactants: CCOC(=O)c1cc2c(Cl)cc(Cl)cc2[nH]1, C1CCNCC1, CCO, CCOCC, N#CCc1ccccn1. The product is CCOC(=O)c1[nH]c2cc(Cl)cc(Cl)c2c1C=C(C#N)c1ccccn1. Reaction SMILES: [C:1](=[O:2])([O:3][CH2:4][CH3:5])[c:6]1[nH:7][c:8]2[cH:9][c:10]([Cl:16])[cH:11][c:12]([Cl:15])[c:13]2[cH:14]1.[CH2:26]1[CH2:27][CH2:28][NH:29][CH2:30][CH2:31]1.[CH3:32][CH2:33][OH:34].[CH3:35][CH2:36][O:37][CH2:38][CH3:39].[n:17]1[c:18]([CH2:23][C:24]#[N:25])[cH:19][cH:20][cH:21][cH:22]1>>[C:1](=[O:2])([O:3][CH2:4][CH3:5])[c:6]1[nH:7][c:8]2[cH:9][c:10]([Cl:16])[cH:11][c:12]([Cl:15])[c:13]2[c:14]1[CH:26]=[C:23]([c:18]1[n:17][cH:22][cH:21][cH:20][cH:19]1)[C:24]#[N:25].